From a dataset of the Open Reaction Database (ORD), a public repository of structured organic reaction records. describe an organic reaction: reactants, conditions, products, and yield The reactants are C(C)OC(C(CC1=CC=C(C=C1)O)(C)C)=O (3-(4-hydroxyphenyl)-2,2-dimethylpropanoic acid ethyl ester), BrCC=1C(=CC=CC1)C(=O)[O-] (α-bromo-ortho-toluate), CC(C)([O-])C.[K+] (potassium tert-butoxide). The solvent is CN(C=O)C (dimethylformamide), CN(C=O)C (dimethylformamide). Run at time 30 minute. Yields the product C(C)OC(C1=C(C=CC=C1)COC1=CC=C(C=C1)CC(C)(C)C(=O)OCC)=O (2-[4-(2-ethoxycarbonyl-2-methylpropyl)phenoxymethyl]benzoic acid ethyl ester). As a reaction SMILES: [CH2:1]([O:3][C:4](=[O:16])[C:5]([CH3:15])([CH3:14])[CH2:6][C:7]1[CH:12]=[CH:11][C:10]([OH:13])=[CH:9][CH:8]=1)[CH3:2].[CH3:17][C:18](C)([O-])C.[K+].Br[CH2:24][C:25]1[C:26]([C:31]([O-:33])=[O:32])=[CH:27][CH:28]=[CH:29][CH:30]=1>CN(C)C=O>[CH2:17]([O:33][C:31](=[O:32])[C:26]1[CH:27]=[CH:28][CH:29]=[CH:30][C:25]=1[CH2:24][O:13][C:10]1[CH:9]=[CH:8][C:7]([CH2:6][C:5]([C:4]([O:3][CH2:1][CH3:2])=[O:16])([CH3:15])[CH3:14])=[CH:12][CH:11]=1)[CH3:18] |f:1.2|. Reported procedure: 3-(4-hydroxyphenyl)-2,2-dimethylpropanoic acid ethyl ester (12.2 g) was added to a slurry containing 6.46 g of potassium tert-butoxide in 55 ml dry dimethylformamide at 0° C. After 30 minutes, a solution containing 12.6 g of ethyl (α-bromo-ortho-toluate in 15 ml dry dimethylformamide was added and the solution stirred for 2 hours at room temperature, then at 50° C. overnight. Dilution with water, extraction with ether and evaporation left an oil which was purified by HPLC (silica gel, 7:3 dichlo... Starting materials: [H-].[Na+] (Sodium hydride), C(C)(C)(C)OC(N[C@@H]1C(NCC1)=O)=O ([2-oxopyrrolidin-3-(S)-yl]-carbamic acid tert-butyl ester), BrCC=1C=C2C(=CC=NC2=CC1)Cl (6-bromomethyl-4-chloroquinoline). Solvent: C1CCOC1 (THF), C1CCOC1 (THF). Run at time 30 minute. Product: Cl.N[C@@H]1C(N(CC1)CC=1C=C2C(=CC=NC2=CC1)Cl)=O (3-(S)-Amino-1-(4-Chloroquinolin-6-ylmethyl)-pyrrolidin-2-one Hydrochloride). Isolated yield 143.0%. Reaction SMILES: [H-].[Na+].C(OC(=O)[NH:9][C@H:10]1[CH2:14][CH2:13][NH:12][C:11]1=[O:15])(C)(C)C.Br[CH2:18][C:19]1[CH:20]=[C:21]2[C:26](=[CH:27][CH:28]=1)[N:25]=[CH:24][CH:23]=[C:22]2[Cl:29]>C1COCC1>[ClH:29].[NH2:9][C@H:10]1[CH2:14][CH2:13][N:12]([CH2:18][C:19]2[CH:20]=[C:21]3[C:26](=[CH:27][CH:28]=2)[N:25]=[CH:24][CH:23]=[C:22]3[Cl:29])[C:11]1=[O:15] |f:0.1,5.6|. Reported procedure: Sodium hydride (0.096 g, 2.4 mmol, 60% by weight) is added to a solution of [2-oxopyrrolidin-3-(S)-yl]-carbamic acid tert-butyl ester (0.4 g, 2 mmol) in 15 mL, of THF at 0° C. The mixture is stirred for 30 minutes then a solution of 6-bromomethyl-4-chloroquinoline (0.513 g, 2 mmol) in 15 mL THF is added slowly. The resulting solution is warmed to room temperature over 4 hours. The reaction mixture is quenched with saturated ammonium chloride solution then diluted with EtOAc. The organic layer is... As a reaction SMILES: C([O:3][C:4](=[O:33])[CH:5]([O:30][CH2:31][CH3:32])[CH2:6][C:7]1[CH:12]=[CH:11][C:10]([O:13][CH2:14][C:15]2[N:16]=[C:17]([C:21]3[CH:26]=[C:25]([Cl:27])[CH:24]=[C:23]([Cl:28])[CH:22]=3)[O:18][C:19]=2[CH3:20])=[CH:9][C:8]=1[CH3:29])C.[Li+].[OH-]>>[Cl:28][C:23]1[CH:22]=[C:21]([C:17]2[O:18][C:19]([CH3:20])=[C:15]([CH2:14][O:13][C:10]3[CH:11]=[CH:12][C:7]([CH2:6][CH:5]([O:30][CH2:31][CH3:32])[C:4]([OH:33])=[O:3])=[C:8]([CH3:29])[CH:9]=3)[N:16]=2)[CH:26]=[C:25]([Cl:27])[CH:24]=1 |f:1.2|. Procedure: In analogy to the procedure described in example 1 g], [rac]-3-{4-[2-(3,5-dichloro-phenyl)-5-methyl-oxazol-4-ylmethoxy]-2-methyl-phenyl}-2-ethoxy-propionic acid ethyl ester was treated with LiOH to obtain [rac]-3-{4-[2-(3,5-dichloro-phenyl)-5-methyl-oxazol-4-ylmethoxy]-2-methyl-phenyl}-2-ethoxy-propionic acid as colorless liquid, which can be separated into its antipodes by methods known in the art, such as separation of the antipodes via diastereomeric salts by crystallization with optically pu... Yields the product ClC=1C=C(C=C(C1)Cl)C=1OC(=C(N1)COC1=CC(=C(C=C1)CC(C(=O)O)OCC)C)C ([rac]-3-{4-[2-(3,5-dichloro-phenyl)-5-methyl-oxazol-4-ylmethoxy]-2-methyl-phenyl}-2-ethoxy-propionic acid). Reactants: C(C)OC(C(CC1=C(C=C(C=C1)OCC=1N=C(OC1C)C1=CC(=CC(=C1)Cl)Cl)C)OCC)=O ([rac]-3-{4-[2-(3,5-dichloro-phenyl)-5-methyl-oxazol-4-ylmethoxy]-2-methyl-phenyl}-2-ethoxy-propionic acid ethyl ester), [Li+].[OH-] (LiOH).